This data is from the Open Reaction Database (ORD), a public repository of structured organic reaction records. The task is: describe an organic reaction: reactants, conditions, products, and yield Reactants: ClC1=NC=C(C=C1)[N+](=O)[O-] (2-Chloro-5-nitropyridine), O (H2O), CC1=C(C=CC=C1OC)O (2-methyl-3-(methyloxy)phenol), CC1=C(C=CC=C1OC)O (2-methyl-3-(methyloxy)phenol), [H-].[Na+] (sodium hydride). Solvent: CN(C)C=O (DMF). Reaction conditions: temperature 60 celsius, time 30 minute. The product is CC1=C(C=CC=C1OC)OC1=NC=C(C=C1)[N+](=O)[O-] (2-{[2-methyl-3-(methyloxy)phenyl]oxy}-5-nitropyridine). Isolated yield 93.9%. RXN SMILES: [CH3:1][C:2]1[C:7]([O:8][CH3:9])=[CH:6][CH:5]=[CH:4][C:3]=1[OH:10].[H-].[Na+].Cl[C:14]1[CH:19]=[CH:18][C:17]([N+:20]([O-:22])=[O:21])=[CH:16][N:15]=1.O>CN(C=O)C>[CH3:1][C:2]1[C:7]([O:8][CH3:9])=[CH:6][CH:5]=[CH:4][C:3]=1[O:10][C:14]1[CH:19]=[CH:18][C:17]([N+:20]([O-:22])=[O:21])=[CH:16][N:15]=1 |f:1.2|. Procedure: To a solution of 2-methyl-3-(methyloxy)phenol (Intermediate 59, 1.3 g) in DMF (50 mL) was added sodium hydride (60% in mineral oil, 480 mg, 0.012 mol at 0° C. and the mixture was stirred for 30 minutes. 2-Chloro-5-nitropyridine (1.9 g, 0.012 mol, Aldrich) was added and the mixture was heated at 60° C. for 3 hours. The mixture was poured into H2O (100 mL) and extracted with ethyl acetate (4 times 100 mL). The combined ethyl acetate phases were dried over sodium sulphate and concentrated under vac... The reactants are Cl.COC1=CC=C(C(=N)N)C=C1 (4-methoxybenzamidine hydrochloride salt), CN(C)CC=1C=C(C(=O)NN)C=CC1 (3-Dimethylaminomethyl-benzoic acid hydrazide), CC[O-].[Na+] (NaOEt), hydrochloride salt, Cl.CCOCC (HCl ether). Run in C(C)O (ethanol), C(C)O (ethanol). Conditions: time 30 minute. Yields the product Cl.COC1=CC=C(C=C1)C1=NC(=NN1)C=1C=C(CN(C)C)C=CC1 ({3-[5-(4-Methoxy-phenyl)-1H-[1,2,4]triazol-3-yl]-benzyl}-dimethyl-amine hydrochloride). Isolated yield 25.0%. Reaction SMILES: [ClH:1].[CH3:2][O:3][C:4]1[CH:12]=[CH:11][C:7]([C:8]([NH2:10])=[NH:9])=[CH:6][CH:5]=1.CC[O-].[Na+].[CH3:17][N:18]([CH2:20][C:21]1[CH:22]=[C:23]([CH:28]=[CH:29][CH:30]=1)[C:24]([NH:26]N)=O)[CH3:19].Cl.CCOCC>C(O)C>[ClH:1].[CH3:2][O:3][C:4]1[CH:12]=[CH:11][C:7]([C:8]2[NH:10][N:26]=[C:24]([C:23]3[CH:22]=[C:21]([CH:30]=[CH:29][CH:28]=3)[CH2:20][N:18]([CH3:19])[CH3:17])[N:9]=2)=[CH:6][CH:5]=1 |f:0.1,2.3,5.6,8.9|. Procedure: To a stirred ethanolic suspension of 4-methoxybenzamidine hydrochloride salt (280 mg, 1.5 mmol, 1.5 eq.) was added over 3 minutes 1.2N NaOEt in ethanol (1.7 ml, 2 eq.) and stirring was continued for 30 min. at r.t. 3-Dimethylaminomethyl-benzoic acid hydrazide (193 mg, 1 mmol) in ethanol was then added at 20° C. and the mixture heated at reflux for 24 hrs. Upon cooling the product mixture was filtered, the solvent was evaporated and the residue subjected to preparative reversed phase-HPLC purific... The reactants are CO, O=CO, c1ccc(-c2sc3ccccc3c2N2CCNCC2)cc1, N, O. Product: CN1CCN(c2c(-c3ccccc3)sc3ccccc23)CC1. RXN SMILES: [CH3:27][OH:28].[CH:22]([OH:23])=[O:24].[N:1]1([c:7]2[c:8]3[c:9]([s:10][c:11]2-[c:12]2[cH:13][cH:14][cH:15][cH:16][cH:17]2)[cH:18][cH:19][cH:20][cH:21]3)[CH2:2][CH2:3][NH:4][CH2:5][CH2:6]1.[NH3:26].[OH2:25]>>[N:1]1([c:7]2[c:8]3[c:9]([s:10][c:11]2-[c:12]2[cH:13][cH:14][cH:15][cH:16][cH:17]2)[cH:18][cH:19][cH:20][cH:21]3)[CH2:2][CH2:3][N:4]([CH3:22])[CH2:5][CH2:6]1. Starting materials: 1,3-dioxolane 2,1'(2'H)-naphthalene, N1(N=CN=C1)C1C(C2=CC=CC=C2CC1)=O (3,4-dihydro-2-(1H-1,2,4-triazol-1-yl)-1-(2H)-naphthalenone), C1(=CC=CC=C1)C (toluene), C(CO)O (ethylene glycol), C1(=CC=C(C=C1)S(=O)(=O)O)C (p-toluenesulfonic acid). Solvent: C(CCC)O (n-butanol), ClCCl (dichloromethane). Product: N1(N=CN=C1)C1C2(C3=CC=CC=C3CC1)OCCO2 (3',4'-Dihydro-2'-(1H-1,2,4-Triazol-1-yl)-Spiro-[1,3-Dioxolane-2,1'(2'H)-Naphthalene]). RXN SMILES: [N:1]1([CH:6]2[CH2:15][CH2:14][C:13]3[C:8](=[CH:9][CH:10]=[CH:11][CH:12]=3)[C:7]2=[O:16])[CH:5]=[N:4][CH:3]=[N:2]1.[CH2:17](O)[CH2:18][OH:19].C1(C)C=CC(S(O)(=O)=O)=CC=1.C1(C)C=CC=CC=1>ClCCl.C(O)CCC>[N:1]1([CH:6]2[CH2:15][CH2:14][C:13]3[C:8](=[CH:9][CH:10]=[CH:11][CH:12]=3)[C:7]32[O:19][CH2:18][CH2:17][O:16]3)[CH:5]=[N:4][CH:3]=[N:2]1. Reported procedure: A mixture of 10 g. 3,4-dihydro-2-(1H-1,2,4-triazol-1-yl)-1-(2H)-naphthalenone, 5.8 g. ethylene glycol and 11.5 g. p-toluenesulfonic acid was refluxed in a mixed solvent of 150 ml. toluene and 70 ml. n-butanol under a Dean-Stark [trademark] trap for 48 hours. The solvent was evaporated leaving a slurry which was taken up in dichloromethane and washed twice with 10% aqueous sodium hydroxide and once with water. The extract was dried in sodium sulfate, filtered and evaporated leaving an oily residu...